Dataset: the Open Reaction Database (ORD), a public repository of structured organic reaction records. Task: describe an organic reaction: reactants, conditions, products, and yield The reactants are Cl (hydrochloric acid), C(CCC)C1=CC(=C(C=C1)NC(C)=O)Cl (N-(4-Butyl-2-chlorophenyl)acetamide), [OH-].[K+] (potassium hydroxide). The solvent is C(C)O (ethanol). Reaction conditions: temperature 120 celsius. The product is ClC1=C(N)C=CC(=C1)CCCC (2-Chloro-4-butylaniline). Isolated yield 84.6%. As a reaction SMILES: [CH2:1]([C:5]1[CH:10]=[CH:9][C:8]([NH:11]C(=O)C)=[C:7]([Cl:15])[CH:6]=1)[CH2:2][CH2:3][CH3:4].Cl.[OH-].[K+]>C(O)C>[Cl:15][C:7]1[CH:6]=[C:5]([CH2:1][CH2:2][CH2:3][CH3:4])[CH:10]=[CH:9][C:8]=1[NH2:11] |f:2.3|. Procedure details: To a suspension of 68 (8.54 g; 37.9 mmol) in ethanol (20 mL) was added concentrated hydrochloric acid (20 mL). The resulting mixture was heated at 120° C. for 5 hours, allowed to cool to room temperature, then made basic with aqueous potassium hydroxide, and extracted with methyl tert-butyl ether (3×75 mL). The combined organic extracts were washed with aqueous saturated sodium chloride, dried over sodium sulfate, and filtered. The filtrate was concentrated under reduced pressure to give the tit...